Dataset: the Open Reaction Database (ORD), a public repository of structured organic reaction records. Task: describe an organic reaction: reactants, conditions, products, and yield Reactants: [OH-].[Na+] (sodium hyroxide), ClC1=CC=C(C=C1)NC(=O)CCC(=O)N(C1=CC=C(C=C1)Cl)CCCOC1=CC=C(C(=O)OC)C=C1 (Methyl 4-[3-[N-[3-(4-chlorophenylcarbamoyl)propionyl]-N-(4-chlorophenyl)amino]propoxy]benzoate), Cl (hydrochloric acid). The solvent is CO (methanol). Conditions: temperature 60 celsius, time 42 hour. The product is ClC1=CC=C(C=C1)NC(=O)CCC(=O)N(C1=CC=C(C=C1)Cl)CCCOC1=CC=C(C(=O)O)C=C1 (4-[3-[N-[3-(4-Chlorophenylcarbamoyl)propionyl]-N-(4-chlorophenyl)amino]propoxy]benzoic acid). Yield: 71.2%. RXN SMILES: [Cl:1][C:2]1[CH:7]=[CH:6][C:5]([NH:8][C:9]([CH2:11][CH2:12][C:13]([N:15]([CH2:23][CH2:24][CH2:25][O:26][C:27]2[CH:36]=[CH:35][C:30]([C:31]([O:33]C)=[O:32])=[CH:29][CH:28]=2)[C:16]2[CH:21]=[CH:20][C:19]([Cl:22])=[CH:18][CH:17]=2)=[O:14])=[O:10])=[CH:4][CH:3]=1.[OH-].[Na+].Cl>CO>[Cl:1][C:2]1[CH:7]=[CH:6][C:5]([NH:8][C:9]([CH2:11][CH2:12][C:13]([N:15]([CH2:23][CH2:24][CH2:25][O:26][C:27]2[CH:36]=[CH:35][C:30]([C:31]([OH:33])=[O:32])=[CH:29][CH:28]=2)[C:16]2[CH:21]=[CH:20][C:19]([Cl:22])=[CH:18][CH:17]=2)=[O:14])=[O:10])=[CH:4][CH:3]=1 |f:1.2|. Procedure: Methyl 4-[3-[N-[3-(4-chlorophenylcarbamoyl)propionyl]-N-(4-chlorophenyl)amino]propoxy]benzoate (1.50 g) was dissolved in methanol (20 ml), and thereto was added 1N aqueous sodium hyroxide solution (4.83 ml), and the mixture was heated with stirring at 60° C. for 42 hours. After the reaction mixture was cooled, a neutralizing amount of conc. hydrochloric acid was added thereto, and the mixture was concentrated under reduced pressure. The resultant was suspended in 10 % aqueous methanol, and colle... Starting materials: COC(=O)CCCCCOc1cc2c(cc1N)nc(-c1ccccc1)n2-c1ccc(C)c(C)c1, [Cl-], O=S(=O)(O)c1ccc(Cl)cc1. Yields the product COC(=O)CCCCCOc1cc2c(cc1NS(=O)(=O)c1ccc(Cl)cc1)nc(-c1ccccc1)n2-c1ccc(C)c(C)c1. Reaction SMILES: [CH3:1][O:2][C:3]([CH2:4][CH2:5][CH2:6][CH2:7][CH2:8][O:9][c:10]1[c:11]([NH2:33])[cH:12][c:13]2[c:14]([n:15](-[c:24]3[cH:25][c:26]([CH3:31])[c:27]([CH3:30])[cH:28][cH:29]3)[c:16](-[c:18]3[cH:19][cH:20][cH:21][cH:22][cH:23]3)[n:17]2)[cH:32]1)=[O:34].[Cl-:35].[Cl:36][c:37]1[cH:38][cH:39][c:40]([S:43](=[O:44])(=[O:45])[OH:46])[cH:41][cH:42]1>>[CH3:1][O:2][C:3]([CH2:4][CH2:5][CH2:6][CH2:7][CH2:8][O:9][c:10]1[c:11]([NH:33][S:43]([c:40]2[cH:39][cH:38][c:37]([Cl:36])[cH:42][cH:41]2)(=[O:44])=[O:45])[cH:12][c:13]2[c:14]([n:15](-[c:24]3[cH:25][c:26]([CH3:31])[c:27]([CH3:30])[cH:28][cH:29]3)[c:16](-[c:18]3[cH:19][cH:20][cH:21][cH:22][cH:23]3)[n:17]2)[cH:32]1)=[O:34]. Reactants: CC1=NC(=CC=C1)C#CC=C1CCN(CC1)C1=NC=CC=C1 (2-Methyl-6-[3-(1-pyridin-2-ylpiperidin-4-ylidene)prop-1-yn-1-yl]pyridine), FC1=NC=CC=C1 (2-fluoropyridine), CN1CCCC1=O (NMP). The product is CC=1C=C(C=NC1N1CCC(CC1)=CC#CC1=NC(=CC=C1)C)C#N (5-Methyl-6-{4-[3-(6-methylpyridin-2-yl)prop-2-yn-1-ylidene]piperidin-1-yl}pyridine-3-carbonitrile). The yield is 81.3%. RXN SMILES: [CH3:1][C:2]1[CH:7]=[CH:6][CH:5]=[C:4]([C:8]#[C:9][CH:10]=[C:11]2[CH2:16][CH2:15][N:14]([C:17]3[CH:22]=[CH:21][CH:20]=[CH:19][N:18]=3)[CH2:13][CH2:12]2)[N:3]=1.F[C:24]1C=CC=C[N:25]=1.[CH3:30]N1C(=O)CCC1>>[CH3:30][C:22]1[CH:21]=[C:20]([C:24]#[N:25])[CH:19]=[N:18][C:17]=1[N:14]1[CH2:13][CH2:12][C:11](=[CH:10][C:9]#[C:8][C:4]2[CH:5]=[CH:6][CH:7]=[C:2]([CH3:1])[N:3]=2)[CH2:16][CH2:15]1. Procedure details: The title compound was prepared following the procedure described for the compound of Example 59, but substituting N,N-dimethylacetamide for NMP and substituting 5-cyano-2-fluoro-3-methylpyridine for 2-fluoropyridine. Purification was carried out by automated flash liquid chromatography (Horizon™-Biotage) eluting with EtOAc—Petroleum Ether 2:8. Yellowish solid. Yield: 81.3%. Starting materials: Cl.C(C1=CC=CC=C1)N1C2C=C(C(C1CC1=CC=CC=C1)CC2C(=O)OCC)C (ethyl 2,3-dibenzyl-5-methyl-2-azabicyclo[2.2.2]oct-5-ene-7-carboxylate hydrochloride), C(C1=CC=CC=C1)C1NC2C=C(C1CC2C(=O)OCC)C (ethyl 3-benzyl-5-methyl-2-azabicyclo[2.2.2]oct-5-ene-7-carboxylate). The product is C(C1=CC=CC=C1)C1C2C(C=CC(C(N1)=O)C2)=C (2-benzyl-8-methylene-3-azabicyclo[3.3.1]non-6-en-4-one). Reaction SMILES: Cl.C([N:9]1[CH:14]([CH2:15][C:16]2[CH:21]=[CH:20][CH:19]=[CH:18][CH:17]=2)[CH:13]2[CH2:22][CH:23]([C:24](OCC)=[O:25])[CH:10]1[CH:11]=[C:12]2[CH3:29])C1C=CC=CC=1.C(C1C2CC(C(OCC)=O)C(C=C2C)N1)C1C=CC=CC=1>>[CH2:15]([CH:14]1[NH:9][C:24](=[O:25])[CH:23]2[CH2:22][CH:13]1[C:12](=[CH2:29])[CH:11]=[CH:10]2)[C:16]1[CH:21]=[CH:20][CH:19]=[CH:18][CH:17]=1 |f:0.1|. Reported procedure: Following a procedure similar to that described in Example 15A, catalytic debenzylation of the ethyl 2,3-dibenzyl-5-methyl-2-azabicyclo[2.2.2]oct-5-ene-7-carboxylate hydrochloride described in Example 1F and base catalyzed rearrangement of the resulting ethyl 3-benzyl-5-methyl-2-azabicyclo[2.2.2]oct-5-ene-7-carboxylate affords 2-benzyl-8-methylene-3-azabicyclo[3.3.1]non-6-en-4-one.